From a dataset of the Open Reaction Database (ORD), a public repository of structured organic reaction records. describe an organic reaction: reactants, conditions, products, and yield The reactants are CCOC(C)=O, O=C(O)c1cc(Cl)c(Br)cc1Br, Cl, N, O. Yields the product Nc1cc(Br)c(Cl)cc1C(=O)O. RXN SMILES: [CH3:16][CH2:17][O:18][C:19](=[O:20])[CH3:21].[Cl:2][c:3]1[c:4]([Br:13])[cH:5][c:6]([Br:12])[c:7]([C:8](=[O:9])[OH:10])[cH:11]1.[ClH:15].[NH3:1].[O:14]>>[NH2:1][c:6]1[cH:5][c:4]([Br:13])[c:3]([Cl:2])[cH:11][c:7]1[C:8](=[O:9])[OH:10].